Dataset: the Open Reaction Database (ORD), a public repository of structured organic reaction records. Task: describe an organic reaction: reactants, conditions, products, and yield The reactants are CCN1CCN(c2nc(Br)cc3ccccc23)CC1, OB(O)Oc1cc(F)c(OCc2ccccc2)c(F)c1, Cc1ccccc1, [Na+], [Na+], O=C([O-])[O-]. Yields the product CCN1CCN(c2nc(-c3cc(F)c(OCc4ccccc4)c(F)c3)cc3ccccc23)CC1. As a reaction SMILES: [Br:21][c:22]1[n:23][c:24]([N:32]2[CH2:33][CH2:34][N:35]([CH2:38][CH3:39])[CH2:36][CH2:37]2)[c:25]2[cH:26][cH:27][cH:28][cH:29][c:30]2[cH:31]1.[CH2:1]([c:2]1[cH:3][cH:4][cH:5][cH:6][cH:7]1)[O:8][c:9]1[c:10]([F:20])[cH:11][c:12]([O:16][B:17]([OH:18])[OH:19])[cH:13][c:14]1[F:15].[CH3:46][c:47]1[cH:48][cH:49][cH:50][cH:51][cH:52]1.[Na+:40].[Na+:41].[O-:42][C:43](=[O:44])[O-:45]>>[CH2:1]([c:2]1[cH:3][cH:4][cH:5][cH:6][cH:7]1)[O:8][c:9]1[c:10]([F:20])[cH:11][c:12](-[c:22]2[n:23][c:24]([N:32]3[CH2:33][CH2:34][N:35]([CH2:38][CH3:39])[CH2:36][CH2:37]3)[c:25]3[cH:26][cH:27][cH:28][cH:29][c:30]3[cH:31]2)[cH:13][c:14]1[F:15]. The reactants are BrC1=CC=CC(=N1)C(=O)O (6-bromo-pyridine-2-carboxylic acid), CN(CCN)C (N,N-dimethylethylenediamine). Yields the product CN(CCNC(=O)C1=NC(=CC=C1)Br)C (6-Bromo-pyridine-2-carboxylic acid (2-dimethylamino-ethyl)-amide). RXN SMILES: [Br:1][C:2]1[N:7]=[C:6]([C:8]([OH:10])=O)[CH:5]=[CH:4][CH:3]=1.[CH3:11][N:12]([CH3:16])[CH2:13][CH2:14][NH2:15]>>[CH3:11][N:12]([CH3:16])[CH2:13][CH2:14][NH:15][C:8]([C:6]1[CH:5]=[CH:4][CH:3]=[C:2]([Br:1])[N:7]=1)=[O:10]. Reported procedure: Prepared according to the procedure described in Example 33, Step 4, using 6-bromo-pyridine-2-carboxylic acid and N,N-dimethylethylenediamine.